Dataset: the Open Reaction Database (ORD), a public repository of structured organic reaction records. Task: describe an organic reaction: reactants, conditions, products, and yield Starting materials: CC(=O)Nc1nc(C)c(-c2cnc(N)nc2)s1, O=S(=O)(Cl)c1ccccc1, c1ccncc1. Product: CC(=O)Nc1nc(C)c(-c2cnc(NS(=O)(=O)c3ccccc3)nc2)s1. RXN SMILES: [NH2:11][c:12]1[n:13][cH:14][c:15](-[c:18]2[c:19]([CH3:27])[n:20][c:21]([NH:23][C:24]([CH3:25])=[O:26])[s:22]2)[cH:16][n:17]1.[c:1]1([S:7](=[O:8])(=[O:9])[Cl:10])[cH:2][cH:3][cH:4][cH:5][cH:6]1.[cH:28]1[cH:29][cH:30][n:31][cH:32][cH:33]1>>[c:1]1([S:7](=[O:8])(=[O:9])[NH:11][c:12]2[n:13][cH:14][c:15](-[c:18]3[c:19]([CH3:27])[n:20][c:21]([NH:23][C:24]([CH3:25])=[O:26])[s:22]3)[cH:16][n:17]2)[cH:2][cH:3][cH:4][cH:5][cH:6]1. The reactants are C(=O)(OC(C)(C)C)N1C[C@H](OCC1)CC1=CC(=CC=C1)CO (N-Boc-(R)-2-(3-(hydroxymethyl)benzyl)morpholine), C(C1=CC=CC=C1)N1C(COCC1)=O (4-benzylmorpholine-3-one), BrC=1C=C(CBr)C=CC1 (3-bromobenzyl bromide). Yields the product C(C1=CC=CC=C1)N1C(C(OCC1)CC1=CC(=CC=C1)Br)=O (N-Benzyl-2-(3-bromobenzyl)-morpholin-3-one). RXN SMILES: C(N1CCO[C@H](CC2C=CC=C(CO)C=2)C1)(OC(C)(C)C)=O.[CH2:23]([N:30]1[CH2:35][CH2:34][O:33][CH2:32][C:31]1=[O:36])[C:24]1[CH:29]=[CH:28][CH:27]=[CH:26][CH:25]=1.[Br:37][C:38]1[CH:39]=[C:40]([CH:43]=[CH:44][CH:45]=1)[CH2:41]Br>>[CH2:23]([N:30]1[CH2:35][CH2:34][O:33][CH:32]([CH2:41][C:40]2[CH:43]=[CH:44][CH:45]=[C:38]([Br:37])[CH:39]=2)[C:31]1=[O:36])[C:24]1[CH:25]=[CH:26][CH:27]=[CH:28][CH:29]=1. Procedure: N-Benzyl-2-(3-bromobenzyl)-morpholin-3-one was prepared as described for example 71, intermediate (b), but using 4-benzylmorpholine-3-one and 3-bromobenzyl bromide and was isolated as a pale yellow oil. Reactants: CCCCCOC(=O)C#CC1C(C(=O)OC(C)(C)C)C1(C)C, Cc1ccccc1, Cc1ccc(S(=O)(=O)O)cc1. Product: CCCCCOC(=O)C#CC1C(C(=O)O)C1(C)C. RXN SMILES: [CH3:1][C:2]1([CH3:22])[CH:3]([C:15](=[O:16])[O:17][C:18]([CH3:19])([CH3:20])[CH3:21])[CH:4]1[C:5]#[C:6][C:7](=[O:8])[O:9][CH2:10][CH2:11][CH2:12][CH2:13][CH3:14].[CH3:34][c:35]1[cH:36][cH:37][cH:38][cH:39][cH:40]1.[c:23]1([CH3:24])[cH:25][cH:26][c:27]([S:28]([OH:29])(=[O:30])=[O:31])[cH:32][cH:33]1>>[CH3:1][C:2]1([CH3:22])[CH:3]([C:15](=[O:16])[OH:17])[CH:4]1[C:5]#[C:6][C:7](=[O:8])[O:9][CH2:10][CH2:11][CH2:12][CH2:13][CH3:14]. Reactants: COc1ccc(Br)cc1C(=O)O, CN(C)C=O, CCN(C(C)C)C(C)C, O=C(Cl)C(=O)Cl, ClCCl, Nc1ccc(Cl)cc1, O. Yields the product COc1ccc(Br)cc1C(=O)Nc1ccc(Cl)cc1. Reaction SMILES: [Br:1][c:2]1[cH:3][cH:4][c:5]([O:11][CH3:12])[c:6]([C:7](=[O:8])[OH:9])[cH:10]1.[CH3:40][N:41]([CH3:42])[CH:43]=[O:44].[CH:27]([N:28]([CH2:29][CH3:30])[CH:31]([CH3:32])[CH3:33])([CH3:34])[CH3:35].[Cl:13][C:14]([C:15]([Cl:16])=[O:17])=[O:18].[Cl:36][CH2:37][Cl:38].[NH2:19][c:20]1[cH:21][cH:22][c:23]([Cl:24])[cH:25][cH:26]1.[OH2:39]>>[Br:1][c:2]1[cH:3][cH:4][c:5]([O:11][CH3:12])[c:6]([C:7](=[O:9])[NH:19][c:20]2[cH:21][cH:22][c:23]([Cl:24])[cH:25][cH:26]2)[cH:10]1. Reactants: COc1cccc2c1[nH]c1ccccc12, CN(C)C=O, O, O=P(Cl)(Cl)Cl. Yields the product COc1cccc2c3ccccc3n(C=O)c12. As a reaction SMILES: [CH3:1][O:2][c:3]1[cH:4][cH:5][cH:6][c:7]2[c:8]3[cH:9][cH:10][cH:11][cH:12][c:13]3[nH:14][c:15]12.[O:17]=[CH:18][N:19]([CH3:20])[CH3:21].[OH2:16].[P:22]([Cl:23])([Cl:24])([Cl:25])=[O:26]>>[CH3:1][O:2][c:3]1[cH:4][cH:5][cH:6][c:7]2[c:8]3[cH:9][cH:10][cH:11][cH:12][c:13]3[n:14]([CH:18]=[O:17])[c:15]12. The reactants are COC1=C(C=C(C(=C1OC)OC)OC)C (2,3,4,5-tetramethoxy-toluene), four, CC(=CCC/C(=C/CC/C(=C/CC/C(=C/CC/C(=C/CC/C(=C/CC/C(=C/CC/C(=C/CC/C(=C/CO)/C)/C)/C)/C)/C)/C)/C)/C)C (solanesol). Reagents/catalysts: C(F)(F)(F)S(=O)(=O)[O-].C(F)(F)(F)S(=O)(=O)[O-].C(F)(F)(F)S(=O)(=O)[O-].[Sc+3] (Sc(OTf)3). The solvent is [N+](=O)([O-])C (nitromethane), CCCCCC (n-hexane). Reaction conditions: temperature 50 celsius. Yields the product COC1=C(C(=C(C(=C1C\C=C(\CC\C=C(\CC\C=C(\CC\C=C(\CC\C=C(\CC\C=C(\CC\C=C(\CC\C=C(\CCC=C(C)C)/C)/C)/C)/C)/C)/C)/C)/C)C)OC)OC)OC (1,2,3,4-tetramethoxy-5-methyl-6-((2E,6E,10E,14E,18E,22E,26E,30E)-3,7,11,15,19,23,27,31,35-nonamethyl-hexatriaconta-2,6,10,14,18,22,26,30,34-nonaenyl)-benzene). The yield is 124.8%. Reaction SMILES: [CH3:1][C:2]([CH3:46])=[CH:3][CH2:4][CH2:5]/[C:6](/[CH3:45])=[CH:7]/[CH2:8][CH2:9]/[C:10](/[CH3:44])=[CH:11]/[CH2:12][CH2:13]/[C:14](/[CH3:43])=[CH:15]/[CH2:16][CH2:17]/[C:18](/[CH3:42])=[CH:19]/[CH2:20][CH2:21]/[C:22](/[CH3:41])=[CH:23]/[CH2:24][CH2:25]/[C:26](/[CH3:40])=[CH:27]/[CH2:28][CH2:29]/[C:30](/[CH3:39])=[CH:31]/[CH2:32][CH2:33]/[C:34](/[CH3:38])=[CH:35]/[CH2:36]O.[CH3:47][O:48][C:49]1[C:54]([O:55][CH3:56])=[C:53]([O:57][CH3:58])[C:52]([O:59][CH3:60])=[CH:51][C:50]=1[CH3:61]>CCCCCC.[N+](C)([O-])=O.C(S([O-])(=O)=O)(F)(F)F.C(S([O-])(=O)=O)(F)(F)F.C(S([O-])(=O)=O)(F)(F)F.[Sc+3]>[CH3:60][O:59][C:52]1[C:51]([CH2:36]/[CH:35]=[C:34](\[CH3:38])/[CH2:33][CH2:32]/[CH:31]=[C:30](\[CH3:39])/[CH2:29][CH2:28]/[CH:27]=[C:26](\[CH3:40])/[CH2:25][CH2:24]/[CH:23]=[C:22](\[CH3:41])/[CH2:21][CH2:20]/[CH:19]=[C:18](\[CH3:42])/[CH2:17][CH2:16]/[CH:15]=[C:14](\[CH3:43])/[CH2:13][CH2:12]/[CH:11]=[C:10](\[CH3:44])/[CH2:9][CH2:8]/[CH:7]=[C:6](\[CH3:45])/[CH2:5][CH2:4][CH:3]=[C:2]([CH3:46])[CH3:1])=[C:50]([CH3:61])[C:49]([O:48][CH3:47])=[C:54]([O:55][CH3:56])[C:53]=1[O:57][CH3:58] |f:4.5.6.7|. Procedure: In a 50 ml four necked flask equipped with a stirrer, thermometer, gas inlet, and a reflux condenser, under argon atmosphere 0.654 g (96.52%, 1 mmol) of solanesol were dissolved in 15 ml of n-hexane and mixed with 1.07 g (5.0 mmol) of 2,3,4,5-tetramethoxy-toluene (TMT) suspended in 7.6 ml of nitromethane. The catalyst, Sc(OTf)3 (2.5 mg, 0.005 mmol), was then added. The two-phase mixture was heated up to 50° C. (internal temperature) under stirring (400 rpm). After 16 hours reaction time the mixt...